This data is from the Open Reaction Database (ORD), a public repository of structured organic reaction records. The task is: describe an organic reaction: reactants, conditions, products, and yield The reactants are C1CCOC1, O=C1OC(=O)c2nc3ccc(OC(F)F)cc3cc21, CC(C)C(C)(N)C(N)=O. The product is CC(C)C(C)(NC(=O)c1nc2ccc(OC(F)F)cc2cc1C(=O)O)C(N)=O. Reaction SMILES: [CH2:29]1[O:30][CH2:31][CH2:32][CH2:33]1.[F:1][CH:2]([O:3][c:4]1[cH:5][c:6]2[cH:7][c:8]3[c:9]([n:10][c:11]2[cH:12][cH:13]1)[C:14](=[O:15])[O:16][C:17]3=[O:18])[F:19].[NH2:20][C:21]([C:22](=[O:23])[NH2:24])([CH:25]([CH3:26])[CH3:27])[CH3:28]>>[F:1][CH:2]([O:3][c:4]1[cH:5][c:6]2[cH:7][c:8]([C:17]([OH:16])=[O:18])[c:9]([C:14](=[O:15])[NH:20][C:21]([C:22](=[O:23])[NH2:24])([CH:25]([CH3:26])[CH3:27])[CH3:28])[n:10][c:11]2[cH:12][cH:13]1)[F:19]. Starting materials: C([O-])([O-])=O.[Na+].[Na+] (sodium carbonate), C1(=CC=CC=C1)B(O)O (phenylboronic acid), IC1=C(C(=O)OC)C=CC(=C1)C(=O)OC (dimethyl 2-iodoterephthalate). Reagents/catalysts: C=1C=CC(=CC1)[P](C=2C=CC=CC2)(C=3C=CC=CC3)[Pd]([P](C=4C=CC=CC4)(C=5C=CC=CC5)C=6C=CC=CC6)([P](C=7C=CC=CC7)(C=8C=CC=CC8)C=9C=CC=CC9)[P](C=1C=CC=CC1)(C=1C=CC=CC1)C=1C=CC=CC1 (tetrakis(triphenylphosphine)palladium(0)). The solvent is CO (methanol), C1(=CC=CC=C1)C (toluene). Reaction conditions: time 10 minute. Product: C1(=CC=CC=C1)C1=C(C(=O)OC)C=CC(=C1)C(=O)OC (dimethyl 2-phenylterephthalate). Isolated yield 95.3%. RXN SMILES: I[C:2]1[CH:11]=[C:10]([C:12]([O:14][CH3:15])=[O:13])[CH:9]=[CH:8][C:3]=1[C:4]([O:6][CH3:7])=[O:5].C(=O)([O-])[O-].[Na+].[Na+].[C:22]1(B(O)O)[CH:27]=[CH:26][CH:25]=[CH:24][CH:23]=1>C1(C)C=CC=CC=1.CO.C1C=CC([P]([Pd]([P](C2C=CC=CC=2)(C2C=CC=CC=2)C2C=CC=CC=2)([P](C2C=CC=CC=2)(C2C=CC=CC=2)C2C=CC=CC=2)[P](C2C=CC=CC=2)(C2C=CC=CC=2)C2C=CC=CC=2)(C2C=CC=CC=2)C2C=CC=CC=2)=CC=1>[C:22]1([C:2]2[CH:11]=[C:10]([C:12]([O:14][CH3:15])=[O:13])[CH:9]=[CH:8][C:3]=2[C:4]([O:6][CH3:7])=[O:5])[CH:27]=[CH:26][CH:25]=[CH:24][CH:23]=1 |f:1.2.3,^1:43,45,64,83|. Procedure details: A mixture of dimethyl 2-iodoterephthalate (22.8 g, 71.4 mmol) and tetrakis(triphenylphosphine)palladium(0) (4.14 g, 3.38 mmol) in toluene (120 mL) was stirred for 10 minutes. Aqueous sodium carbonate (2 M, 160 mL) and a solution in methanol (40 mL) of phenylboronic acid (10.4 g, 85.3 mmol) were then added and the reaction mixture was stirred at reflux for 15 hours. The reaction mixture was cooled to ambient temperature and extracted with ether. The organic phase was washed with water (2×) and br... Starting materials: S(O)(O)(=O)=O (sulfuric acid), C(C)(C)(C)OO (TBHP), O=C1C(CCCC1)C(=O)OCC (ethyl 2-oxo-1-cyclohexanecarboxylate), S(O)(O)(=O)=O (sulfuric acid). Run at temperature -10 celsius. Product: C(C)(C)(C)OOC1(C(CCCC1)C(=O)OCC)OOC(C)(C)C (Ethyl 2,2-di(tertiary-butylperoxy)-1-cyclohexanecarboxylate), peroxide. The yield is 74.9%. RXN SMILES: [C:1]([O:5][OH:6])([CH3:4])([CH3:3])[CH3:2].[O:7]=[C:8]1[CH2:13][CH2:12][CH2:11][CH2:10][CH:9]1[C:14]([O:16][CH2:17][CH3:18])=[O:15].S(=O)(=O)(O)O>>[C:1]([O:5][O:6][C:8]1([O:7][O:5][C:1]([CH3:4])([CH3:3])[CH3:2])[CH2:13][CH2:12][CH2:11][CH2:10][CH:9]1[C:14]([O:16][CH2:17][CH3:18])=[O:15])([CH3:4])([CH3:3])[CH3:2]. Procedure: Ethyl 2,2-di(tertiary-butylperoxy)-1-cyclohexanecarboxylate was prepared by the addition of 92.28% TBHP (tertiary butyl hydroperoxide) (24.41 g, 0.2500 moles) to 95% ethyl 2-oxo-1-cyclohexanecarboxylate (17.92 g, 0.1000 moles) at room temperature in a three necked 250-mL round bottomed flask equipped with a thermometer and mechanical stirrer. The solution was then cooled to −10° C. via a dry ice-acetone bath and 78% sulfuric acid (15.09 g, 0.1200 moles) added dropwise to the solution with temper... The reactants are O=C(O)C(CCS(=O)(=O)c1ccccc1)C(O)CCCCc1ccccc1, O=S(=O)(Cl)c1ccccc1, c1ccncc1. Yields the product O=C1OC(CCCCc2ccccc2)C1CCS(=O)(=O)c1ccccc1. As a reaction SMILES: [c:1]1([S:7](=[O:8])(=[O:9])[CH2:10][CH2:11][CH:12]([C:13](=[O:14])[OH:15])[CH:16]([CH2:17][CH2:18][CH2:19][CH2:20][c:21]2[cH:22][cH:23][cH:24][cH:25][cH:26]2)[OH:27])[cH:2][cH:3][cH:4][cH:5][cH:6]1.[c:28]1([S:29]([Cl:30])(=[O:31])=[O:32])[cH:33][cH:34][cH:35][cH:36][cH:37]1.[cH:38]1[cH:39][cH:40][n:41][cH:42][cH:43]1>>[c:1]1([S:7](=[O:8])(=[O:9])[CH2:10][CH2:11][CH:12]2[C:13](=[O:15])[O:27][CH:16]2[CH2:17][CH2:18][CH2:19][CH2:20][c:21]2[cH:22][cH:23][cH:24][cH:25][cH:26]2)[cH:2][cH:3][cH:4][cH:5][cH:6]1. Starting materials: C(C1=CC=CC=C1)OC(=O)N1CCC(CC1)C(C)=O (4-acetylpiperidine-1-carboxylic acid benzyl ester), NC1=NC=CC=C1C=O (2-aminopyridine-3-carbaldehyde), N1[C@H](C(=O)O)CCC1 (proline). Run in C(C)O (ethanol). Yields the product C(C1=CC=CC=C1)OC(=O)N1CCC(CC1)C1=NC2=NC=CC=C2C=C1 (4-[1,8]naphthyridin-2-yl-piperidine-1-carboxylic acid benzyl ester). RXN SMILES: [CH2:1]([O:8][C:9]([N:11]1[CH2:16][CH2:15][CH:14]([C:17](=O)[CH3:18])[CH2:13][CH2:12]1)=[O:10])[C:2]1[CH:7]=[CH:6][CH:5]=[CH:4][CH:3]=1.[NH2:20][C:21]1[C:26]([CH:27]=O)=[CH:25][CH:24]=[CH:23][N:22]=1.N1CCC[C@H]1C(O)=O>C(O)C>[CH2:1]([O:8][C:9]([N:11]1[CH2:16][CH2:15][CH:14]([C:17]2[CH:18]=[CH:27][C:26]3[C:21](=[N:22][CH:23]=[CH:24][CH:25]=3)[N:20]=2)[CH2:13][CH2:12]1)=[O:10])[C:2]1[CH:7]=[CH:6][CH:5]=[CH:4][CH:3]=1. Procedure details: 100 mg (0.383 mmol) ketone (21), 47 mg (0.383 mmol) 2-aminopyridine-3-carbaldehyde and 22 mg (0.192 mmol) proline were refluxed in ethanol for 3 days. The solvent was removed under reduced pressure. The crude product was purified by chromatography on silica gel (ethyl acetate/hexane) to yield 4-[1,8]naphthyridin-2-yl-piperidine-1-carboxylic acid benzyl ester as an oil. 210 mg (0,605 mmol) of this intermediate were dissolved together with 50 mg 10% Pd/C in 50 ml methanol and stirred under an atmo... The reactants are COCC(C)Oc1nc(N)c2nc(Br)n(C3CCCCO3)c2n1, CO, [Na]. The product is COCC(C)Oc1nc(N)c2nc(OC)n(C3CCCCO3)c2n1. As a reaction SMILES: [Br:2][c:3]1[n:4]([CH:19]2[O:20][CH2:21][CH2:22][CH2:23][CH2:24]2)[c:5]2[n:6][c:7]([O:13][CH:14]([CH2:15][O:16][CH3:17])[CH3:18])[n:8][c:9]([NH2:12])[c:10]2[n:11]1.[CH3:25][OH:26].[Na:1]>>[c:3]1([O:26][CH3:25])[n:4]([CH:19]2[O:20][CH2:21][CH2:22][CH2:23][CH2:24]2)[c:5]2[n:6][c:7]([O:13][CH:14]([CH2:15][O:16][CH3:17])[CH3:18])[n:8][c:9]([NH2:12])[c:10]2[n:11]1. The reactants are ClC1=CC2=C(N=C(N(C2=O)C)C2=C(C=C(C=C2)OCCCN2CCCC2)OC)C=N1 (6-chloro-2-[2-methoxy-4-(3-pyrrolidin-1-ylpropoxy)phenyl]-3-methylpyrido[3,4-d]pyrimidin-4(3H)-one), S(=O)(=O)(OCCF)C1=CC=C(C)C=C1 (2-fluoroethyl tosylate). Yields the product ClC1=CC2=C(N=C(N(C2=O)C)C2=C(C=C(C=C2)OCCCN2CCCC2)OCCF)C=N1 (6-Chloro-2-[2-(2-fluoroethoxy)-4-(3-pyrrolidin-1-ylpropoxy)phenyl]-3-methylpyrido[3,4-d]pyrimidin-4(3H)-one). Reaction SMILES: [Cl:1][C:2]1[N:30]=[CH:29][C:5]2[N:6]=[C:7]([C:12]3[CH:17]=[CH:16][C:15]([O:18][CH2:19][CH2:20][CH2:21][N:22]4[CH2:26][CH2:25][CH2:24][CH2:23]4)=[CH:14][C:13]=3[O:27][CH3:28])[N:8]([CH3:11])[C:9](=[O:10])[C:4]=2[CH:3]=1.S(C1C=CC(C)=CC=1)(OC[CH2:36][F:37])(=O)=O>>[Cl:1][C:2]1[N:30]=[CH:29][C:5]2[N:6]=[C:7]([C:12]3[CH:17]=[CH:16][C:15]([O:18][CH2:19][CH2:20][CH2:21][N:22]4[CH2:23][CH2:24][CH2:25][CH2:26]4)=[CH:14][C:13]=3[O:27][CH2:28][CH2:36][F:37])[N:8]([CH3:11])[C:9](=[O:10])[C:4]=2[CH:3]=1. Procedure: The intended compound was produced according to the method of Example 60 but starting from 6-chloro-2-[2-methoxy-4-(3-pyrrolidin-1-ylpropoxy)phenyl]-3-methylpyrido[3,4-d]pyrimidin-4(3H)-one and 2-fluoroethyl tosylate. Starting materials: C1CCOC1, CCOC(C)=O, CCN(C(C)C)C(C)C, CC(N)C1CCN(C(=O)OC(C)(C)C)CC1, CCOP(=O)(OCC)Oc1ncc(C#N)c(-c2cn(S(=O)(=O)c3ccc(C)cc3)c3ncc(C(F)(F)F)cc23)n1. The product is Cc1ccc(S(=O)(=O)n2cc(-c3nc(NC(C)C4CCN(C(=O)OC(C)(C)C)CC4)ncc3C#N)c3cc(C(F)(F)F)cnc32)cc1. As a reaction SMILES: [CH2:66]1[O:67][CH2:68][CH2:69][CH2:70]1.[CH3:71][CH2:72][O:73][C:74](=[O:75])[CH3:76].[CH:57]([N:58]([CH:59]([CH3:60])[CH3:61])[CH2:62][CH3:63])([CH3:64])[CH3:65].[NH2:41][CH:42]([CH3:43])[CH:44]1[CH2:45][CH2:46][N:47]([C:50](=[O:51])[O:52][C:53]([CH3:54])([CH3:55])[CH3:56])[CH2:48][CH2:49]1.[P:1]([O:2][CH2:3][CH3:35])([O:36][CH2:37][CH3:38])([O:39][c:4]1[n:5][cH:6][c:7]([C:33]#[N:34])[c:8](-[c:10]2[cH:11][n:12]([S:23](=[O:24])(=[O:25])[c:26]3[cH:27][cH:28][c:29]([CH3:30])[cH:31][cH:32]3)[c:13]3[n:14][cH:15][c:16]([C:19]([F:20])([F:21])[F:22])[cH:17][c:18]23)[n:9]1)=[O:40]>>[c:4]1([NH:41][CH:42]([CH3:43])[CH:44]2[CH2:45][CH2:46][N:47]([C:50](=[O:51])[O:52][C:53]([CH3:54])([CH3:55])[CH3:56])[CH2:48][CH2:49]2)[n:5][cH:6][c:7]([C:33]#[N:34])[c:8](-[c:10]2[cH:11][n:12]([S:23](=[O:24])(=[O:25])[c:26]3[cH:27][cH:28][c:29]([CH3:30])[cH:31][cH:32]3)[c:13]3[n:14][cH:15][c:16]([C:19]([F:20])([F:21])[F:22])[cH:17][c:18]23)[n:9]1. Starting materials: FC1=CC=C(C=C1)N1N=NC(=C1)C=1CCN(CC1)C(=O)OC(C)(C)C (tert-Butyl 4-[1-(4-fluorophenyl)-1H-[1,2,3]triazol-4-yl]-1,2,3,6-tetrahydropyridine-1-carboxylate). Run in Cl.C(C)(=O)OCC (hydrochloric acid ethyl acetate). The product is FC1=CC=C(C=C1)N1N=NC(=C1)C=1CCNCC1 (4-(1-(4-fluorophenyl)-1H-[1,2,3]-triazol-4-yl)-1,2,3,6-tetrahydropyridine). RXN SMILES: [F:1][C:2]1[CH:7]=[CH:6][C:5]([N:8]2[CH:12]=[C:11]([C:13]3[CH2:14][CH2:15][N:16](C(OC(C)(C)C)=O)[CH2:17][CH:18]=3)[N:10]=[N:9]2)=[CH:4][CH:3]=1>Cl.C(OCC)(=O)C>[F:1][C:2]1[CH:3]=[CH:4][C:5]([N:8]2[CH:12]=[C:11]([C:13]3[CH2:14][CH2:15][NH:16][CH2:17][CH:18]=3)[N:10]=[N:9]2)=[CH:6][CH:7]=1 |f:1.2|. Reported procedure: tert-Butyl 4-[1-(4-fluorophenyl)-1H-[1,2,3]triazol-4-yl]-1,2,3,6-tetrahydropyridine-1-carboxylate (50 mg) prepared in Example 13 was dissolved in 4.0 ml of 4N-hydrochloric acid/ethyl acetate, the mixture was stirred for one night and, after evaporation of the solvent in vacuo, a saturate sodium hydrogen carbonate and chloroform were added. The organic layer was dried over sodium sulfate and the solvent was evaporated in vacuo to give the title compound as a mixture. Starting materials: anhydride, C1(CCCCC1)N=C=NC1CCCCC1 (dicyclohexyl carbodiimide), C1(CCCCC1)N=C=NC1CCCCC1 (dicyclohexyl carbodiimide), NCCC1=CC(O)=C(O)C=C1 (dopamine), CN(C)C1=NC=CC=C1 (dimethylaminopyridine). The solvent is CCCCCC (hexane), C1=CC=CC=C1 (benzene), C1=CC=CC=C1 (benzene), O1CCCC1 (tetrahydrofuran). The product is C1(CCCCC1)NC(=O)NC1CCCCC1 (dicyclohexyl urea). RXN SMILES: [CH:1]1([N:7]=[C:8]=[N:9][CH:10]2[CH2:15][CH2:14][CH2:13][CH2:12][CH2:11]2)[CH2:6][CH2:5][CH2:4][CH2:3][CH2:2]1.NCCC1C=CC(O)=C([OH:22])C=1.CN(C1C=CC=CN=1)C>O1CCCC1.CCCCCC.C1C=CC=CC=1>[CH:10]1([NH:9][C:8]([NH:7][CH:1]2[CH2:2][CH2:3][CH2:4][CH2:5][CH2:6]2)=[O:22])[CH2:15][CH2:14][CH2:13][CH2:12][CH2:11]1. Procedure details: DHA is first converted to DHA anhydride in the presence of dicyclohexyl carbodiimide. This is then reacted with dopamine in the presence of dimethylaminopyridine as the acid acceptor in tetrahydrofuran. In a typical experiment 300 mg of DHA (0.009 M) was dissolved in a mixture of 3 ml hexane and 4 ml benzene and stirred under nitrogen. Next, a solution of 0.00615 M of dicyclohexyl carbodiimide in 4 ml benzene (0.1267 g) was stirred together with the DHA for 3 hr at room temperature. A white prec...